This data is from the Open Reaction Database (ORD), a public repository of structured organic reaction records. The task is: describe an organic reaction: reactants, conditions, products, and yield Starting materials: [Br-], [Br-], [Br-], CCCC[N+](CCCC)(CCCC)CCCC, CCCC[N+](CCCC)(CCCC)CCCC, CCCC[N+](CCCC)(CCCC)CCCC, CCC(=O)c1cnc(Cl)cc1C, ClCCl. Product: Cc1cc(Cl)ncc1C(=O)C(C)Br. RXN SMILES: [Br-:13].[Br-:14].[Br-:15].[CH2:16]([N+:17]([CH2:18][CH2:19][CH2:20][CH3:21])([CH2:22][CH2:23][CH2:24][CH3:25])[CH2:26][CH2:27][CH2:28][CH3:29])[CH2:30][CH2:31][CH3:32].[CH2:33]([N+:34]([CH2:35][CH2:36][CH2:37][CH3:38])([CH2:39][CH2:40][CH2:41][CH3:42])[CH2:43][CH2:44][CH2:45][CH3:46])[CH2:47][CH2:48][CH3:49].[CH2:50]([N+:51]([CH2:52][CH2:53][CH2:54][CH3:55])([CH2:56][CH2:57][CH2:58][CH3:59])[CH2:60][CH2:61][CH2:62][CH3:63])[CH2:64][CH2:65][CH3:66].[Cl:1][c:2]1[cH:3][c:4]([CH3:12])[c:5]([C:8]([CH2:9][CH3:10])=[O:11])[cH:6][n:7]1.[Cl:67][CH2:68][Cl:69]>>[Cl:1][c:2]1[cH:3][c:4]([CH3:12])[c:5]([C:8]([CH:9]([CH3:10])[Br:13])=[O:11])[cH:6][n:7]1. The reactants are C(C1=CC=CC=C1)(C1=CC=CC=C1)(C1=CC=CC=C1)NC1=NC(=NS1)/C(/C(=O)N[C@H]1[C@@H]2N(C(=C(CS2)\C=C\C[N+](C)(C)[C@H](CO)C(N)=O)C(=O)[O-])C1=O)=N/OCF (7β-[2-(5-Tritylamino-1,2,4-thiadiazol-3-yl)(Z)-2-fluoromethoxyiminoacetamido]-3-[(E)-3-[((R)-1-carbamoyl-2-hydroxyethyl)dimethylammonio]-1-propenyl]-3-cephem-4-carboxylate), C(C)OCC (Ethyl ether), FC(C(=O)O)(F)F (trifluoroacetic acid), FC(C(=O)O)(F)F (trifluoroacetic acid). Run in C1(=CC=CC=C1)OC (anisole). Reaction conditions: time 1 hour. Yields the product NC1=NC(=NS1)/C(/C(=O)N[C@H]1[C@@H]2N(C(=C(CS2)\C=C\C[N+](C)(C)[C@H](CO)C(N)=O)C(=O)[O-])C1=O)=N/OCF (7β[2-(5-Amino-1,2,4-thiadiazol-3-yl)-(Z)-2-fluoromethoxyiminoacetamido]-3-[(E)-3-[((R)-1-carbamoyl-2-hydroxyethyl)dimethylammonio]-1-propenyl]-3-cephem-4-carboxylate). The yield is 99.6%. As a reaction SMILES: C([NH:20][C:21]1[S:25][N:24]=[C:23](/[C:26](=[N:54]/[O:55][CH2:56][F:57])/[C:27]([NH:29][C@@H:30]2[C:52](=[O:53])[N:32]3[C:33]([C:49]([O-:51])=[O:50])=[C:34](/[CH:37]=[CH:38]/[CH2:39][N+:40]([C@@H:43]([C:46](=[O:48])[NH2:47])[CH2:44][OH:45])([CH3:42])[CH3:41])[CH2:35][S:36][C@H:31]23)=[O:28])[N:22]=1)(C1C=CC=CC=1)(C1C=CC=CC=1)C1C=CC=CC=1.FC(F)(F)C(O)=O.C(OCC)C>C1(OC)C=CC=CC=1>[NH2:20][C:21]1[S:25][N:24]=[C:23](/[C:26](=[N:54]/[O:55][CH2:56][F:57])/[C:27]([NH:29][C@@H:30]2[C:52](=[O:53])[N:32]3[C:33]([C:49]([O-:51])=[O:50])=[C:34](/[CH:37]=[CH:38]/[CH2:39][N+:40]([C@@H:43]([C:46](=[O:48])[NH2:47])[CH2:44][OH:45])([CH3:42])[CH3:41])[CH2:35][S:36][C@H:31]23)=[O:28])[N:22]=1. Procedure details: The compound (500 mg) of Example 38 was suspended in anisole (3 ml), followed by an addition of trifluoroacetic acid (3.5 ml) under ice cooling. The resulting mixture was stirred for 1 hour at the same temperature, followed by a further addition of trifluoroacetic acid (1.5 ml). The resulting mixture was stirred for 1 hour. Ethyl ether was added, and a precipitate thus formed was collected by filtration to obtain the target product (350 mg). Its infrared spectrum and NMR spectrum were consistent...